This data is from the Open Reaction Database (ORD), a public repository of structured organic reaction records. The task is: describe an organic reaction: reactants, conditions, products, and yield The reactants are Cl.C(=O)(O)CN1C(C(C(SC2=C1C=CC=C2)C2=CC=CC=C2)NC(CCCCCCCC)C(=O)OCC)=O (5-carboxymethyl-3-(1-ethoxycarbonylnonylamino)-2-phenyl-2,3-dihydro-1,5-benzothiazepin-4(5H)-one hydrochloride), aqueous solution, [OH-].[Na+] (sodium hydroxide). Solvent: C(C)O (ethanol), C(C)O (ethanol). Conditions: time 3 hour. Yields the product C(=O)(O)CN1C(C(C(SC2=C1C=CC=C2)C2=CC=CC=C2)NC(CCCCCCCC)C(=O)O)=O (5-carboxymethyl-3-(1-carboxynonylamino)-2-phenyl-2,3-dihydro-1,5-benzothiazepin-4(5H)-one). Isolated yield 64.0%. RXN SMILES: Cl.[C:2]([CH2:5][N:6]1[C:12]2[CH:13]=[CH:14][CH:15]=[CH:16][C:11]=2[S:10][CH:9]([C:17]2[CH:22]=[CH:21][CH:20]=[CH:19][CH:18]=2)[CH:8]([NH:23][CH:24]([C:33]([O:35]CC)=[O:34])[CH2:25][CH2:26][CH2:27][CH2:28][CH2:29][CH2:30][CH2:31][CH3:32])[C:7]1=[O:38])([OH:4])=[O:3].[OH-].[Na+]>C(O)C>[C:2]([CH2:5][N:6]1[C:12]2[CH:13]=[CH:14][CH:15]=[CH:16][C:11]=2[S:10][CH:9]([C:17]2[CH:22]=[CH:21][CH:20]=[CH:19][CH:18]=2)[CH:8]([NH:23][CH:24]([C:33]([OH:35])=[O:34])[CH2:25][CH2:26][CH2:27][CH2:28][CH2:29][CH2:30][CH2:31][CH3:32])[C:7]1=[O:38])([OH:4])=[O:3] |f:0.1,2.3|. Reported procedure: 300 mg of the compound obtained in Example 28 was dissolved in a mixture consisting of 1.6 ml of a 1N aqueous solution of sodium hydroxide and 1 ml of ethanol. The resulting solution was stirred at room temperature for 3 hours and then at 60° C. for an hour. After the addition of ethanol, the precipitated crystals were separated by filtration and washed with ethanol. These crystals were dissolved in a small amount of water and the solution was adjusted to pH 2 with concentrated hydrochloric acid... The reactants are BrC=1C=C(C=CC1)N1C(=NC(=C1)C)S (1-(3-bromophenyl)-4-methyl-1H-imidazole-2-thiol), OO (H2O2). Run in C(C)(=O)O (acetic acid), O (water). Conditions: temperature 23 celsius, time 30 minute. The product is BrC=1C=C(C=CC1)N1C=NC(=C1)C (1-(3-bromo-phenyl)-4-methyl-1H-imidazole). Yield: 72.9%. As a reaction SMILES: [Br:1][C:2]1[CH:3]=[C:4]([N:8]2[CH:12]=[C:11]([CH3:13])[N:10]=[C:9]2S)[CH:5]=[CH:6][CH:7]=1.OO>C(O)(=O)C.O>[Br:1][C:2]1[CH:3]=[C:4]([N:8]2[CH:12]=[C:11]([CH3:13])[N:10]=[CH:9]2)[CH:5]=[CH:6][CH:7]=1. Reported procedure: The title compound was prepared from 2-iodo-6-methyl-4-(4-trifluoromethyl-phenyl)pyridine (example A.31) (400 mg, 1.09 mmol) and 4-methyl-1-[3-(4,4,5,5-tetramethyl-[1,3,2]dioxaborolan-2-yl)-phenyl]-1H-imidazole [in situ prepared by the following sequence: Step 1) A mixture of commercially available 3-bromophenylisothiocyanate (10.06 g, 47.0 mmol) and 2-aminopropionaldehyde dimethylacetal (5.96 mL, 47.0 mmol) in EtOH (50 mL) was refluxed for 1 h. Evaporated to dryness to give 1-(3-bromo-phenyl)-3... The reactants are ClC1=C(C=CC(=C1)[N+](=O)[O-])CCO (2-(2-chloro 4-nitro-phenyl)ethanol), 1,1,1-tris(acetyloxy)-1,1-dihydro-1,2-N-benzodioxol-3(1H)-one, C([O-])(O)=O.[Na+] (sodium bicarbonate). The solvent is C(Cl)Cl (DCM), C(Cl)Cl (DCM). Run at time 3 hour. Yields the product ClC1=C(C=CC(=C1)[N+](=O)[O-])CC=O ((2-Chloro-4-nitro-phenyl)-acetaldehyde). The yield is 97.1%. Reaction SMILES: [Cl:1][C:2]1[CH:7]=[C:6]([N+:8]([O-:10])=[O:9])[CH:5]=[CH:4][C:3]=1[CH2:11][CH2:12][OH:13].C(=O)(O)[O-].[Na+]>C(Cl)Cl>[Cl:1][C:2]1[CH:7]=[C:6]([N+:8]([O-:10])=[O:9])[CH:5]=[CH:4][C:3]=1[CH2:11][CH:12]=[O:13] |f:1.2|. Reported procedure: To a stirred suspension of 1,1,1-tris(acetyloxy)-1,1-dihydro-1,2-N-benzodioxol-3(1H)-one (Dess-Martin periodinane) (25.24 g, 59 mmol) in DCM (92 mL) was added a solution of 2-(2-chloro 4-nitro-phenyl)ethanol (10 g, 49 mmol) in DCM (30 mL) at RT. The reaction mixture was stirred for 3 hours at RT. After completion of reaction, sodium bicarbonate solution was added and the mixture was stirred for 15 minutes. The separated organic layer was washed with water (2×50 mL), dried (Na2SO4) and the solven... Reactants: CCOP(=O)(CC#N)OCC, CC1(C#N)CC(=O)C1, CC(C)(C)[O-], [K+], C1CCOC1. Yields the product CC1(C#N)CC(=CC#N)C1. Reaction SMILES: [C:7](#[N:8])[CH2:9][P:10](=[O:11])([O:12][CH2:13][CH3:14])[O:15][CH2:16][CH3:17].[CH3:18][C:19]1([C:24]#[N:25])[CH2:20][C:21](=[O:23])[CH2:22]1.[CH3:1][C:2]([CH3:3])([O-:4])[CH3:5].[K+:6].[O:26]1[CH2:27][CH2:28][CH2:29][CH2:30]1>>[C:7](#[N:8])[CH:9]=[C:21]1[CH2:20][C:19]([CH3:18])([C:24]#[N:25])[CH2:22]1. The reactants are [OH-].[Na+] (sodium hydroxide), ice water, [H-].[Na+] (sodium hydride), CC=1C=CC(=C(C1)O)[N+](=O)[O-] (5-methyl-2-nitrophenol), ClC(C=C)C (3-chloro-1-butene). Solvent: CS(=O)C (DMSO). Product: CC(C=C)OC1=C(C=CC(=C1)C)[N+](=O)[O-] (1-(1-methyl-2-propenyloxy)-5-methyl-2-nitrobenzene). As a reaction SMILES: [H-].[Na+].[CH3:3][C:4]1[CH:5]=[CH:6][C:7]([N+:11]([O-:13])=[O:12])=[C:8]([OH:10])[CH:9]=1.Cl[CH:15]([CH3:18])[CH:16]=[CH2:17].[OH-].[Na+]>CS(C)=O>[CH3:17][CH:16]([O:10][C:8]1[CH:9]=[C:4]([CH3:3])[CH:5]=[CH:6][C:7]=1[N+:11]([O-:13])=[O:12])[CH:15]=[CH2:18] |f:0.1,4.5|. Procedure details: 24 g of sodium hydride was added in portions to a stirred mixture of 153 g of 5-methyl-2-nitrophenol and 500 ml of DMSO. Then 135.7 g of 3-chloro-1-butene was added drop-by-drop (over 5 minutes) to the stirred mixture, which then was stirred at reflux (79°-81° C.) for 24 hours. Then the mixture was made basic with 50% aqueous sodium hydroxide, poured over ice water and extracted with methylene chloride. The extract was washed with cold water, dried (MgSO4), filtered and stripped of solvent, to g...